From a dataset of the Open Reaction Database (ORD), a public repository of structured organic reaction records. describe an organic reaction: reactants, conditions, products, and yield The reactants are OCC1=C(C(=O)N)C=CC=C1 (hydroxymethylbenzamide), CC(=O)NCCCCCCNC(=O)C (HMBA), Fmoc, sulfonamide esters, N1CCCCC1.CN(C)C=O (piperidine DMF), ester, C1CCC(CC1)N=C=NC2CCCCC2 (DCC), COC1=CC=C(C=C1)S(=O)(=O)Cl (4-methoxybenzenesulfonyl chloride), Fmoc, [C-]#N (cyanide), NO (hydroxylamine). The product is NC(CC1=CC=CC=C1)C(=O)O (DL-phenylalanine), hydroxamic acids. As a reaction SMILES: [C-]#N.NO.OC[C:7]1[CH:15]=[CH:14][CH:13]=[CH:12][C:8]=1[C:9](N)=O.C[C:17]([NH:19]CCCCCCNC(C)=O)=O.C1CCC(N=C=NC2CCCCC2)CC1.N1CCCCC1.CN([CH:54]=[O:55])C.C[O:57]C1C=CC(S(Cl)(=O)=O)=CC=1>>[NH2:19][CH:17]([C:54]([OH:55])=[O:57])[CH2:9][C:8]1[CH:7]=[CH:15][CH:14]=[CH:13][CH:12]=1 |f:5.6|. Procedure details: To explore the effectiveness of cyanide in the assistance of hydroxylamine mediated cleavage for solid phase library synthesis, hydroxymethylbenzamide (HMBA-AM) resin was chosen for the well-established compatibility between the ester linkage and Fmoc- and Boc-chemistry, and its stability towards Mitsunobu and reductive amination conditions. A solid phase library of DL-phenylalanine and several constrained analogs (AAa–c, Scheme 3) was prepared on the HMBA resin by the esterification of the Fmoc... The product is O1CCC2=C1C(=CC=C2)C(CC(CN2C(=C(C(C(=C2)C)=O)C)CO)(C(F)(F)F)O)(C)C (1-[4-(2,3-dihydrobenzofuran-7-yl)-2-hydroxy-4-methyl-2-trifluoromethylpentyl]-2-hydroxymethyl-3,5-dimethyl-1H-pyridin-4-one). As a reaction SMILES: [CH3:1][C:2]([C:12]1[C:20]2[O:19][CH2:18][CH2:17][C:16]=2[CH:15]=[CH:14][CH:13]=1)([CH3:11])[CH2:3][C:4]1([C:7]([F:10])([F:9])[F:8])[CH2:6][O:5]1.[OH:21][CH2:22][C:23]1[C:28]([CH3:29])=[C:27]([OH:30])[C:26]([CH3:31])=[CH:25][N:24]=1.[O-]CC.[Na+]>C(O)C.C(OCC)(=O)C>[O:19]1[C:20]2[C:12]([C:2]([CH3:1])([CH3:11])[CH2:3][C:4]([OH:5])([C:7]([F:9])([F:10])[F:8])[CH2:6][N:24]3[CH:25]=[C:26]([CH3:31])[C:27](=[O:30])[C:28]([CH3:29])=[C:23]3[CH2:22][OH:21])=[CH:13][CH:14]=[CH:15][C:16]=2[CH2:17][CH2:18]1 |f:2.3|. The solvent is C(C)(=O)OCC (ethyl acetate), C(C)O (ethanol). The yield is 22.6%. Run at temperature 85 celsius. Starting materials: CC(CC1(OC1)C(F)(F)F)(C)C1=CC=CC=2CCOC21 (7-[1,1-dimethyl-2-(2-trifluoromethyloxiranyl)ethyl]-2,3-dihydrobenzofuran), OCC1=NC=C(C(=C1C)O)C (2-hydroxymethyl-3,5-dimethylpyridin-4-ol), [O-]CC.[Na+] (sodium ethoxide). Reported procedure: To a suspension of 7-[1,1-dimethyl-2-(2-trifluoromethyloxiranyl)ethyl]-2,3-dihydrobenzofuran (30.0 mg) and 2-hydroxymethyl-3,5-dimethylpyridin-4-ol (32.2 mg) in anhydrous ethanol (0.25 mL) was added sodium ethoxide (21 wt. % solution in ethanol, 39.0 μL). After heating at 85° C. for 18 hours, the reaction mixture was diluted with ethyl acetate, dried over sodium sulfate, filtered, and concentrated in vacuo. The residue was purified by column chromatography with silica gel (eluted with 4% to 7% m... Starting materials: C(C1=CC=CC=C1)N=C=O (benzyl isocyanate), NC1=NC(=NN1)C1=CC=C(S1)CN1CCCCCC1 (1-[5-(5-Amino-1H-1,2,4-triazol-3-yl)-2-thenyl]hexahydro-1H-azepine). Solvent: CN(C=O)C (N,N-dimethylformamide), CN(C=O)C (N,N-dimethylformamide). Conditions: time 2 hour. The product is NC1=NC(=NN1C(=O)NCC1=CC=CC=C1)C=1SC(=CC1)CN1CCCCCC1 (5-Amino-N-benzyl-3-[5-[(hexahydro-1H-azepin-1-yl)methyl]-2-thienyl]-1H-1,2,4-triazole-1-carboxamide). Isolated yield 104.7%. As a reaction SMILES: [CH2:1]([N:8]=[C:9]=[O:10])[C:2]1[CH:7]=[CH:6][CH:5]=[CH:4][CH:3]=1.[NH2:11][C:12]1[NH:16][N:15]=[C:14]([C:17]2[S:21][C:20]([CH2:22][N:23]3[CH2:29][CH2:28][CH2:27][CH2:26][CH2:25][CH2:24]3)=[CH:19][CH:18]=2)[N:13]=1>CN(C)C=O>[NH2:11][C:12]1[N:16]([C:9]([NH:8][CH2:1][C:2]2[CH:7]=[CH:6][CH:5]=[CH:4][CH:3]=2)=[O:10])[N:15]=[C:14]([C:17]2[S:21][C:20]([CH2:22][N:23]3[CH2:29][CH2:28][CH2:27][CH2:26][CH2:25][CH2:24]3)=[CH:19][CH:18]=2)[N:13]=1. Reported procedure: 5 ml of N,N-dimethylformamide solution containing 331 mg (2.49 mmol) of benzyl isocyanate was added to 75 ml of N,N-dimethylformamide solution containing 690 mg (2.49 mmol) of the compound of Example 38, and the mixture was stirred at room temperature for 2 hours. The reaction solution was concentrated, and the resulting residue was dissolved in chloroform, washed with water and then dried over anhydrous magnesium sulfate. The solvent was evaporated and the resulting residue was subjected to a s... Starting materials: O=C([O-])[O-], CCCCOCCCC, ClCCCCOCCN(c1ccccc1)c1ccccc1, [K+], [K+], CCOC(=O)C1CCCNC1. Yields the product CCOC(=O)C1CCCN(CCCCOCCN(c2ccccc2)c2ccccc2)C1. Reaction SMILES: [C:33](=[O:34])([O-:35])[O-:36].[CH2:39]([O:40][CH2:41][CH2:42][CH2:43][CH3:44])[CH2:45][CH2:46][CH3:47].[Cl:1][CH2:2][CH2:3][CH2:4][CH2:5][O:6][CH2:7][CH2:8][N:9]([c:10]1[cH:11][cH:12][cH:13][cH:14][cH:15]1)[c:16]1[cH:17][cH:18][cH:19][cH:20][cH:21]1.[K+:37].[K+:38].[NH:22]1[CH2:23][CH:24]([C:28](=[O:29])[O:30][CH2:31][CH3:32])[CH2:25][CH2:26][CH2:27]1>>[CH2:2]([CH2:3][CH2:4][CH2:5][O:6][CH2:7][CH2:8][N:9]([c:10]1[cH:11][cH:12][cH:13][cH:14][cH:15]1)[c:16]1[cH:17][cH:18][cH:19][cH:20][cH:21]1)[N:22]1[CH2:23][CH:24]([C:28](=[O:29])[O:30][CH2:31][CH3:32])[CH2:25][CH2:26][CH2:27]1.